From a dataset of the Open Reaction Database (ORD), a public repository of structured organic reaction records. describe an organic reaction: reactants, conditions, products, and yield Starting materials: 203, Br.BrC(C=1C=CC2=C(N(N=N2)C)C1)C1=CC=C(C=C1)Cl (6-[bromo(4-chlorophenyl)methyl]-1-methyl-1H-benzotriazole monohydrobromide), N1C=NC=C1 (1H-imidazole). Solvent: CC1=CC=CC=C1 (methylbenzene). Conditions: temperature 80 celsius. Product: 48.1, ClC1=CC=C(C=C1)C(C=1C=CC2=C(N(N=N2)C)C1)N1C=NC=C1 (6-[(4-chlorophenyl)(1H-imidazol-1 -yl)methyl]-1-methyl-1H-benzotriazole). Yield: 29.7%. As a reaction SMILES: Br.Br[CH:3]([C:14]1[CH:19]=[CH:18][C:17]([Cl:20])=[CH:16][CH:15]=1)[C:4]1[CH:5]=[CH:6][C:7]2[N:11]=[N:10][N:9]([CH3:12])[C:8]=2[CH:13]=1.[NH:21]1[CH:25]=[CH:24][N:23]=[CH:22]1>CC1C=CC=CC=1>[Cl:20][C:17]1[CH:18]=[CH:19][C:14]([CH:3]([N:21]2[CH:25]=[CH:24][N:23]=[CH:22]2)[C:4]2[CH:5]=[CH:6][C:7]3[N:11]=[N:10][N:9]([CH3:12])[C:8]=3[CH:13]=2)=[CH:15][CH:16]=1 |f:0.1|. Procedure: A solution of 203 parts of 6-[bromo(4-chlorophenyl)methyl]-1-methyl-1H-benzotriazole monohydrobromide and 170 parts of 1H-imidazole in 1350 parts of methylbenzene was stirred for 28 hours at reflux temperature. The reaction mixture was allowed to cool to 80° C. and then evaporated. The oily residue was dissolved in dichloromethane. The organic layer was washed with a diluted hydrochloric acid solution. The separated aqueous layer was treated with a sodium hydroxide solution and extracted with di... Starting materials: CS(C)=O, CCOC(C)=O, CC(C)(C)OC(=O)N(CCCl)CCCl, N#CCc1cccc(Cl)c1Cl. Yields the product CC(C)(C)OC(=O)N1CCC(C#N)(c2cccc(Cl)c2Cl)CC1. Reaction SMILES: [CH3:26][S:27]([CH3:28])=[O:29].[CH3:30][CH2:31][O:32][C:33](=[O:34])[CH3:35].[Cl:12][CH2:13][CH2:14][N:15]([C:16]([O:17][C:18]([CH3:19])([CH3:20])[CH3:21])=[O:22])[CH2:23][CH2:24][Cl:25].[Cl:1][c:2]1[c:3]([CH2:9][C:10]#[N:11])[cH:4][cH:5][cH:6][c:7]1[Cl:8]>>[Cl:1][c:2]1[c:3]([C:9]2([C:10]#[N:11])[CH2:13][CH2:14][N:15]([C:16]([O:17][C:18]([CH3:19])([CH3:20])[CH3:21])=[O:22])[CH2:23][CH2:24]2)[cH:4][cH:5][cH:6][c:7]1[Cl:8]. Reactants: ClC1=NC(=NC=C1)SC (4-chloro-2-(methylthio)pyrimidine), C(OC)COC (dimethoxyethane), B(O)(O)C1=C(C=CC(=C1)C)NC(C(C)(C)C)=O (N-(2-borono-4-methyl phenyl)-2,2-dimethylpropanamide), C([O-])(O)=O.[Na+] (sodium bicarbonate). The reagents and catalysts are [Cl-].[Cl-].C1(=CC=CC=C1)P(C1=CC=CC=C1)C1=CC=CC=C1.C1(=CC=CC=C1)P(C1=CC=CC=C1)C1=CC=CC=C1.[Pd+2] (palladium bis(triphenylphosphine) dichloride). Run in C(C)(=O)OCC (ethyl acetate), O (water), C(C)(=O)OCC (ethyl acetate). Conditions: temperature 50 celsius, time 20 minute. The product is CC(C(=O)NC1=C(C=C(C=C1)C)C1=NC(=NC=C1)SC)(C)C (2,2-dimethyl-N-[4-methyl-2-[2-(methylthio)-4-pyrimidinyl]phenyl]propanamide). The yield is 79.9%. RXN SMILES: Cl[C:2]1[CH:7]=[CH:6][N:5]=[C:4]([S:8][CH3:9])[N:3]=1.C(COC)OC.B([C:19]1[CH:24]=[C:23]([CH3:25])[CH:22]=[CH:21][C:20]=1[NH:26][C:27](=[O:32])[C:28]([CH3:31])([CH3:30])[CH3:29])(O)O.C(=O)(O)[O-].[Na+]>O.C(OCC)(=O)C.[Cl-].[Cl-].C1(P(C2C=CC=CC=2)C2C=CC=CC=2)C=CC=CC=1.C1(P(C2C=CC=CC=2)C2C=CC=CC=2)C=CC=CC=1.[Pd+2]>[CH3:29][C:28]([CH3:31])([CH3:30])[C:27]([NH:26][C:20]1[CH:19]=[CH:24][C:23]([CH3:25])=[CH:22][C:21]=1[C:2]1[CH:7]=[CH:6][N:5]=[C:4]([S:8][CH3:9])[N:3]=1)=[O:32] |f:3.4,7.8.9.10.11|. Reported procedure: A mixture of 16 g (0.1 mol) 4-chloro-2-(methylthio)pyrimidine, 0.150 g palladium bis(triphenylphosphine) dichloride, and 30 mL dimethoxyethane was stirred under nitrogen for 20 min, 25.8 g (0.11 mol) N-(2-borono-4-methyl phenyl)-2,2-dimethylpropanamide and a solution of 26 g sodium bicarbonate in 300 mL water was added, and the resulting mixture was heated to reflux for 5 h. After cooling to 50° C., 50 mL ethyl acetate was added and the reaction mixture was stirred until it reached room temperat... Reactants: C(C)(=O)C1=CC(=C(C=C1)S(=O)(=O)N)F (4-acetyl-2-(fluoro)benzenesulfonamide), BrBr (bromine). Solvent: C(C)(=O)O (acetic acid), C(C)(=O)O (acetic acid). Conditions: temperature 70 celsius. The product is BrCC(=O)C1=CC(=C(C=C1)S(=O)(=O)N)F (4-Bromoacetyl-2-(fluoro)benzenesulfonamide). Isolated yield 60.0%. RXN SMILES: [C:1]([C:4]1[CH:9]=[CH:8][C:7]([S:10]([NH2:13])(=[O:12])=[O:11])=[C:6]([F:14])[CH:5]=1)(=[O:3])[CH3:2].[Br:15]Br>C(O)(=O)C>[Br:15][CH2:2][C:1]([C:4]1[CH:9]=[CH:8][C:7]([S:10]([NH2:13])(=[O:12])=[O:11])=[C:6]([F:14])[CH:5]=1)=[O:3]. Procedure: To a suspension of 4-acetyl-2-(fluoro)benzenesulfonamide from step1 (4.0 g, 18 mmol) in acetic acid (90 mL) was added dropwise a solution of bromine (2.9 g, 18 mmol) in acetic acid (10 mL) at 40° C. The mixture was heated at 70° C. for 4 h. After cooled to room temperature, the mixture was concentrated and the residual brown solid was rrecrystallized from ethyl acetate-hexane to give the title compound (3.2 g, 60%). Reactants: C(CC1=CC=CC=C1)Br (phenethylbromide), [H-].[Na+] (sodium hydride), CC=1C=C(C(=O)C2=CNC3=CC=CC=C3C2=O)C=CC1C (3-(3,4-Dimethyl-benzoyl)-1H-quinolin-4-one). The solvent is CN(C=O)C (dimethylformamide). Yields the product CC=1C=C(C(=O)C2=CN(C3=CC=CC=C3C2=O)CCC2=CC=CC=C2)C=CC1C (3-(3,4-Dimethyl-benzoyl)-1-phenethyl-1H-quinolin-4-one), colorless solid. Reaction SMILES: [H-].[Na+].[CH3:3][C:4]1[CH:5]=[C:6]([CH:20]=[CH:21][C:22]=1[CH3:23])[C:7]([C:9]1[C:18](=[O:19])[C:17]2[C:12](=[CH:13][CH:14]=[CH:15][CH:16]=2)[NH:11][CH:10]=1)=[O:8].[CH2:24](Br)[CH2:25][C:26]1[CH:31]=[CH:30][CH:29]=[CH:28][CH:27]=1>CN(C)C=O>[CH3:3][C:4]1[CH:5]=[C:6]([CH:20]=[CH:21][C:22]=1[CH3:23])[C:7]([C:9]1[C:18](=[O:19])[C:17]2[C:12](=[CH:13][CH:14]=[CH:15][CH:16]=2)[N:11]([CH2:24][CH2:25][C:26]2[CH:31]=[CH:30][CH:29]=[CH:28][CH:27]=2)[CH:10]=1)=[O:8] |f:0.1|. Procedure details: Compound 4aa was prepared following the procedure outlined in Step 3 of Example 1 using 26 mg (0.65 mmol) of sodium hydride (60%), 138.6 mg (0.50 mmol) of 3-(3,4-dimethyl-benzoyl)-2,3-dihydro-1H-quinolin-4-one 3a, 3 mL of anhydrous dimethylformamide, and 120.3 mg (0.65 mmol) of phenethylbromide. The crude product was purified by flash chromatograph to yield 44 mg of a colorless solid 4aa: LC-MSD, m/z for C26H23NO2, [M+H]+=382.5, [M+2H]+=383.5; Reverse phase HPLC (gradient acetonitrile 0.1% TFA 2... Reactants: FC1=C(C(=O)Cl)C=CC=C1 (2-fluorobenzoyl chloride), ClC1=CC=C(C=C1)CCN1CCNCC1 (1-[2-(4-chlorophenyl)-ethyl]-piperazine). Solvent: C(Cl)Cl (methylene chloride), C(Cl)Cl (methylene chloride), C(Cl)Cl (methylene chloride). Reaction conditions: time 8 hour. The product is Cl.ClC1=CC=C(C=C1)CCN1CCN(CC1)C(C1=C(C=CC=C1)F)=O (1-[2-(4-chlorophenyl)-ethyl]-4-(2-fluorobenzoyl)-piperazine hydrochloride). Reaction SMILES: [F:1][C:2]1[CH:10]=[CH:9][CH:8]=[CH:7][C:3]=1[C:4]([Cl:6])=[O:5].[Cl:11][C:12]1[CH:17]=[CH:16][C:15]([CH2:18][CH2:19][N:20]2[CH2:25][CH2:24][NH:23][CH2:22][CH2:21]2)=[CH:14][CH:13]=1>C(Cl)Cl>[ClH:6].[Cl:11][C:12]1[CH:17]=[CH:16][C:15]([CH2:18][CH2:19][N:20]2[CH2:21][CH2:22][N:23]([C:4](=[O:5])[C:3]3[CH:7]=[CH:8][CH:9]=[CH:10][C:2]=3[F:1])[CH2:24][CH2:25]2)=[CH:14][CH:13]=1 |f:3.4|. Procedure: A solution of 4.7 g of 2-fluorobenzoyl chloride in 20 ml of methylene chloride is added dropwise, over a period of 10 minutes, to a solution, stirred at room temperature, of 6.6 g of 1-[2-(4-chlorophenyl)-ethyl]-piperazine in 70 ml of methylene chloride. The reaction mixture is stirred overnight at room temperature, diluted with approximately 250 ml of methylene chloride, washed with sodium hydroxide solution and with water, dried over sodium sulphate and concentrated to dryness by evaporation. ... The reactants are C(C)(=O)O.C(N)(=N)C1=CC=C(C(=O)NC(NC2=CC=C(OCC(=O)OCC)C=C2)=O)C=C1 (ethyl 4-[3-(4-amidinobenzoyl)ureido]phenoxyacetate, acetate salt), O.C(CC(O)(C(=O)O)CC(=O)O)(=O)O (citric acid monohydrate), resultant mixture. Solvent: CO (methanol), CO (methanol). Run at temperature 10 celsius. The product is C(CC(O)(C(=O)O)CC(=O)O)(=O)O.C(N)(=N)C1=CC=C(C(=O)NC(NC2=CC=C(OCC(=O)OCC)C=C2)=O)C=C1.C(C)OC(COC1=CC=C(C=C1)NC(=O)NC(C1=CC=C(C=C1)C(N)=N)=O)=O (Ethyl 4-[3-(4-amidinobenzoyl)ureido]phenoxyacetate, hemicitrate salt). Yield: 52.7%. RXN SMILES: C(O)(=O)C.[C:5]([C:8]1[CH:32]=[CH:31][C:11]([C:12]([NH:14][C:15](=[O:30])[NH:16][C:17]2[CH:29]=[CH:28][C:20]([O:21][CH2:22][C:23]([O:25][CH2:26][CH3:27])=[O:24])=[CH:19][CH:18]=2)=[O:13])=[CH:10][CH:9]=1)(=[NH:7])[NH2:6].O.[C:34]([OH:46])(=[O:45])[CH2:35][C:36]([CH2:41][C:42]([OH:44])=[O:43])([C:38]([OH:40])=[O:39])[OH:37]>CO>[C:34]([OH:46])(=[O:45])[CH2:35][C:36]([CH2:41][C:42]([OH:44])=[O:43])([C:38]([OH:40])=[O:39])[OH:37].[C:5]([C:8]1[CH:9]=[CH:10][C:11]([C:12]([NH:14][C:15](=[O:30])[NH:16][C:17]2[CH:29]=[CH:28][C:20]([O:21][CH2:22][C:23]([O:25][CH2:26][CH3:27])=[O:24])=[CH:19][CH:18]=2)=[O:13])=[CH:31][CH:32]=1)(=[NH:6])[NH2:7].[CH2:26]([O:25][C:23](=[O:24])[CH2:22][O:21][C:20]1[CH:19]=[CH:18][C:17]([NH:16][C:15]([NH:14][C:12](=[O:13])[C:11]2[CH:10]=[CH:9][C:8]([C:5](=[NH:6])[NH2:7])=[CH:32][CH:31]=2)=[O:30])=[CH:29][CH:28]=1)[CH3:27] |f:0.1,2.3,5.6.7|. Procedure: To a suspension of ethyl 4-[3-(4-amidinobenzoyl)ureido]phenoxyacetate, acetate salt (100 mg), in methanol (5 ml) was added a solution of citric acid monohydrate (47 mg) in methanol (1 ml). The resultant mixture was sonicated for 5 minutes and then heated to boiling. The resultant solution was filtered hot. On cooling to 10° C., a solid precipitated which was collected, washed with methanol and ether, and dried to give the title compound (57 mg) as a white crystalline solid: m.p. 198°-200° C. (de...